Task: describe an organic reaction: reactants, conditions, products, and yield. Dataset: the Open Reaction Database (ORD), a public repository of structured organic reaction records Starting materials: CN(C)c1ccncc1, Oc1cncc(Cl)c1, COc1cc2nccc(Cl)c2cc1OC, Clc1ccccc1Cl, O. Yields the product COc1cc2nccc(Oc3cncc(Cl)c3)c2cc1OC. As a reaction SMILES: [CH3:25][N:26]([CH3:27])[c:28]1[cH:29][cH:30][n:31][cH:32][cH:33]1.[Cl:16][c:17]1[cH:18][n:19][cH:20][c:21]([OH:23])[cH:22]1.[Cl:1][c:2]1[cH:3][cH:4][n:5][c:6]2[cH:7][c:8]([O:14][CH3:15])[c:9]([O:12][CH3:13])[cH:10][c:11]12.[Cl:34][c:35]1[cH:36][cH:37][cH:38][cH:39][c:40]1[Cl:41].[OH2:24]>>[c:2]1([O:23][c:21]2[cH:20][n:19][cH:18][c:17]([Cl:16])[cH:22]2)[cH:3][cH:4][n:5][c:6]2[cH:7][c:8]([O:14][CH3:15])[c:9]([O:12][CH3:13])[cH:10][c:11]12.